Dataset: the Open Reaction Database (ORD), a public repository of structured organic reaction records. Task: describe an organic reaction: reactants, conditions, products, and yield Yields the product C(C)(C)(C)C1=CC(=CC2=C1SCC2(C)C)C=2OC=CC2 (7-tert-Butyl-2,3-dihydro-3,3-dimethyl-5-(2-furanyl)benzo[b]thiophene). Reactants: BrC1=CC2=C(SCC2(C)C)C(=C1)C(C)(C)C (5-bromo-7-tert-butyl-2,3-dihydro-3,3-dimethylbenzo[b]thiophene), C(CCC)[Sn](C=1OC=CC1)(CCCC)CCCC (2-(tributylstannyl)furan). Procedure details: A mixture of 5-bromo-7-tert-butyl-2,3-dihydro-3,3-dimethylbenzo[b]thiophene (1.20 g, 4.0 mmol), 2-(tributylstannyl)furan (1.71 g , 4.8 mmol), tetrakis(triphenylphosphine)palladium (0.46 g, 0.4 mmol), and 20 mL of toluene is heated under argon at reflux for 30 min. The reaction mixture is cooled to room temperature, concentrated in vacuo, diluted with ether, washed with 10% aqueous ammonium hydroxide solution and with brine, dried over anhydrous magnesium sulfate, and concentrated to give a dark ... RXN SMILES: Br[C:2]1[CH:12]=[C:11]([C:13]([CH3:16])([CH3:15])[CH3:14])[C:5]2[S:6][CH2:7][C:8]([CH3:10])([CH3:9])[C:4]=2[CH:3]=1.C([Sn](CCCC)(CCCC)[C:22]1[O:23][CH:24]=[CH:25][CH:26]=1)CCC>C1C=CC([P]([Pd]([P](C2C=CC=CC=2)(C2C=CC=CC=2)C2C=CC=CC=2)([P](C2C=CC=CC=2)(C2C=CC=CC=2)C2C=CC=CC=2)[P](C2C=CC=CC=2)(C2C=CC=CC=2)C2C=CC=CC=2)(C2C=CC=CC=2)C2C=CC=CC=2)=CC=1.C1(C)C=CC=CC=1>[C:13]([C:11]1[C:5]2[S:6][CH2:7][C:8]([CH3:10])([CH3:9])[C:4]=2[CH:3]=[C:2]([C:22]2[O:23][CH:24]=[CH:25][CH:26]=2)[CH:12]=1)([CH3:16])([CH3:15])[CH3:14] |^1:38,40,59,78|. The yield is 40.1%. Solvent: C1(=CC=CC=C1)C (toluene). Reagents/catalysts: C=1C=CC(=CC1)[P](C=2C=CC=CC2)(C=3C=CC=CC3)[Pd]([P](C=4C=CC=CC4)(C=5C=CC=CC5)C=6C=CC=CC6)([P](C=7C=CC=CC7)(C=8C=CC=CC8)C=9C=CC=CC9)[P](C=1C=CC=CC1)(C=1C=CC=CC1)C=1C=CC=CC1 (tetrakis(triphenylphosphine)palladium). Reactants: BrC(Br)(Br)Br, OCC1CC2(C1)OCCO2, ClCCl, c1ccc(P(c2ccccc2)c2ccccc2)cc1. Yields the product BrCC1CC2(C1)OCCO2. RXN SMILES: [Br:30][C:31]([Br:32])([Br:33])[Br:34].[CH2:20]1[CH:21]([CH2:28][OH:29])[CH2:22][C:23]12[O:24][CH2:25][CH2:26][O:27]2.[Cl:35][CH2:36][Cl:37].[c:1]1([P:2]([c:3]2[cH:4][cH:5][cH:6][cH:7][cH:8]2)[c:9]2[cH:10][cH:11][cH:12][cH:13][cH:14]2)[cH:15][cH:16][cH:17][cH:18][cH:19]1>>[CH2:20]1[CH:21]([CH2:28][Br:30])[CH2:22][C:23]12[O:24][CH2:25][CH2:26][O:27]2.